The task is: describe an organic reaction: reactants, conditions, products, and yield. This data is from the Open Reaction Database (ORD), a public repository of structured organic reaction records. The reactants are C1CCOC1, CCN=C=O, ClCCl, Cc1cc(F)ccc1-c1nc(NCCN)nc2c1ccc(=O)n2-c1c(F)cccc1F. Yields the product CCNC(=O)NCCNc1nc(-c2ccc(F)cc2C)c2ccc(=O)n(-c3c(F)cccc3F)c2n1. As a reaction SMILES: [CH2:32]1[O:33][CH2:34][CH2:35][CH2:36]1.[CH2:37]([CH3:38])[N:39]=[C:40]=[O:41].[CH2:42]([Cl:43])[Cl:44].[F:1][c:2]1[c:3](-[n:9]2[c:10](=[O:31])[cH:11][cH:12][c:13]3[c:14]2[n:15][c:16]([NH:27][CH2:28][CH2:29][NH2:30])[n:17][c:18]3-[c:19]2[c:20]([CH3:26])[cH:21][c:22]([F:25])[cH:23][cH:24]2)[c:4]([F:8])[cH:5][cH:6][cH:7]1>>[F:1][c:2]1[c:3](-[n:9]2[c:10](=[O:31])[cH:11][cH:12][c:13]3[c:14]2[n:15][c:16]([NH:27][CH2:28][CH2:29][NH:30][C:40]([NH:39][CH2:37][CH3:38])=[O:41])[n:17][c:18]3-[c:19]2[c:20]([CH3:26])[cH:21][c:22]([F:25])[cH:23][cH:24]2)[c:4]([F:8])[cH:5][cH:6][cH:7]1. Starting materials: 1-methyl-4-(2-methanesulfonyloxy)ethyl-1H-pyrazole, CN(C=O)C (dimethylformamide), resultant mixture, ClC1=CC=C2C(=CNC2=C1)C1CCNCC1 (6-chloro-3-(piperidin-4-yl)-1H-indole), C([O-])([O-])=O.[Na+].[Na+] (sodium carbonate), CN(C=O)C (dimethylformamide). Yields the product ClC1=CC=C2C(=CNC2=C1)C1CCN(CC1)CCC=1C=NN(C1)C (6-chloro-3-(1-(2-(1-methylpyrazol-4-yl)ethyl)piperidin-4-yl)-1H-indole). Isolated yield 59.8%. As a reaction SMILES: [Cl:1][C:2]1[CH:10]=[C:9]2[C:5]([C:6]([CH:11]3[CH2:16][CH2:15][NH:14][CH2:13][CH2:12]3)=[CH:7][NH:8]2)=[CH:4][CH:3]=1.C(=O)([O-])[O-].[Na+].[Na+].[CH3:23][N:24]([CH3:27])C=O>>[Cl:1][C:2]1[CH:10]=[C:9]2[C:5]([C:6]([CH:11]3[CH2:16][CH2:15][N:14]([CH2:4][CH2:5][C:6]4[CH:7]=[N:8][N:24]([CH3:27])[CH:23]=4)[CH2:13][CH2:12]3)=[CH:7][NH:8]2)=[CH:4][CH:3]=1 |f:1.2.3|. Procedure details: To a mixture of 2.0 gm (8.5 mMol) 6-chloro-3-(piperidin-4-yl)-1H-indole and 2.25 gm (21 mMol) sodium carbonate in 20 mL dimethylformamide was added a solution of 1.74 gm (8.4 mMol) 1-methyl-4-(2-methanesulfonyloxy)ethyl-1H-pyrazole in a minimal volume of dimethylformamide. The resultant mixture was heated at 100° C. for 18 hours. The reaction mixture was then cooled to room temperature and concentrated under reduced pressure. The residue was partitioned between dichloromethane and water. The org... The product is COc1ccc(-c2nc(C(F)(F)F)cn2C(C)C)cc1. The reactants are CC(C)(C)[O-], CN(C)C=O, COc1ccc(-c2nc(C(F)(F)F)c[nH]2)cc1, CC(C)I, [K+]. Reaction SMILES: [CH3:1][C:2]([CH3:3])([CH3:4])[O-:5].[CH3:28][N:29]([CH3:30])[CH:31]=[O:32].[CH3:7][O:8][c:9]1[cH:10][cH:11][c:12](-[c:15]2[nH:16][cH:17][c:18]([C:20]([F:21])([F:22])[F:23])[n:19]2)[cH:13][cH:14]1.[CH:24]([I:25])([CH3:26])[CH3:27].[K+:6]>>[CH3:1][CH:2]([CH3:3])[n:16]1[c:15](-[c:12]2[cH:11][cH:10][c:9]([O:8][CH3:7])[cH:14][cH:13]2)[n:19][c:18]([C:20]([F:21])([F:22])[F:23])[cH:17]1. The reactants are CCOC(=O)CC(=O)OCC, CS(C)=O, CC(C)c1ccc(CBr)cc1, [H-], [H][H], [Na+]. Yields the product CCOC(=O)C(Cc1ccc(C(C)C)cc1)C(=O)OCC. RXN SMILES: [C:1]([CH2:2][C:3](=[O:4])[O:5][CH2:6][CH3:7])(=[O:8])[O:9][CH2:10][CH3:11].[CH3:27][S:28]([CH3:29])=[O:30].[CH:16]([CH3:17])([CH3:18])[c:19]1[cH:20][cH:21][c:22]([CH2:23][Br:24])[cH:25][cH:26]1.[H-:12].[H:14][H:15].[Na+:13]>>[C:1]([CH:2]([C:3](=[O:4])[O:5][CH2:6][CH3:7])[CH2:23][c:22]1[cH:21][cH:20][c:19]([CH:16]([CH3:17])[CH3:18])[cH:26][cH:25]1)(=[O:8])[O:9][CH2:10][CH3:11]. The reactants are C(C)(C)(C)C(=O)C1=CC=C(C=C1)Cl (4-chlorphenyl tert.-butyl ketone), C(NN)(=O)OCC (ethyl carbazate), S(O)(O)(=O)=O (sulphuric acid). Run in C(C)O (ethanol). Yields the product ClC1=CC=C(C=C1)C(C(C)(C)C)=NNC(=O)OCC (Ethyl 3-[1-(4-chlorophenyl)-2,2-dimethylpropylidene]carbazate). As a reaction SMILES: [C:1]([C:5]([C:7]1[CH:12]=[CH:11][C:10]([Cl:13])=[CH:9][CH:8]=1)=O)([CH3:4])([CH3:3])[CH3:2].[C:14]([O:18][CH2:19][CH3:20])(=[O:17])[NH:15][NH2:16].S(=O)(=O)(O)O>C(O)C>[Cl:13][C:10]1[CH:11]=[CH:12][C:7]([C:5](=[N:16][NH:15][C:14]([O:18][CH2:19][CH3:20])=[O:17])[C:1]([CH3:4])([CH3:3])[CH3:2])=[CH:8][CH:9]=1. Procedure details: A solution of 4.92 g (0.025 mol) 4-chlorphenyl tert.-butyl ketone and 8.05 g (0.075 mol) ethyl carbazate in 125 ml absolute ethanol was treated with ca. 0.3 g concentrated sulphuric acid and heated at reflux for 3 hours. The solution was then concentrated in vacuo and the residue added to water. It was then extracted with ethyl acetate, the organic phase dried with magnesium sulphate, concentrated and the residue recrystallised from diisopropyl ether.